This data is from the Open Reaction Database (ORD), a public repository of structured organic reaction records. The task is: describe an organic reaction: reactants, conditions, products, and yield Starting materials: OC1=NC=C(N=C1C1=CC=CC=C1)Br (2-hydroxy-3-phenyl-5-bromopyrazine), OC1=NC=C(N=C1C(C)C)Br (2-hydroxy-3-isopropyl-5-bromopyrazine). Yields the product BrC1=NC=C(N=C1C(C)C)Br (2,5-Dibromo-3-isopropylpyrazine). As a reaction SMILES: O[C:2]1[C:7]([C:8]2[CH:13]=CC=C[CH:9]=2)=[N:6][C:5]([Br:14])=[CH:4][N:3]=1.OC1C(C(C)C)=NC([Br:25])=CN=1>>[Br:25][C:2]1[C:7]([CH:8]([CH3:13])[CH3:9])=[N:6][C:5]([Br:14])=[CH:4][N:3]=1. Procedure: This compound is prepared by replacing the 2-hydroxy-3-phenyl-5-bromopyrazine used in Step A of Preparation 87 by an equivalent quantity of 2-hydroxy-3-isopropyl-5-bromopyrazine. The reactants are [N+](=O)([O-])C1=CC=C(C=C1)SCCCCOC=1C=C2C=CC(NC2=CC1)=O (6-[4-(4-nitrophenyl-mercapto)-butoxy]-carbostyril), OO (hydrogen peroxide). The product is [N+](=O)([O-])C1=CC=C(C=C1)S(=O)CCCCOC=1C=C2C=CC(NC2=CC1)=O (6-[4-(4-Nitrophenyl-sulfinyl)-butoxy]-carbostyril). Reaction SMILES: [N+:1]([C:4]1[CH:9]=[CH:8][C:7]([S:10][CH2:11][CH2:12][CH2:13][CH2:14][O:15][C:16]2[CH:17]=[C:18]3[C:23](=[CH:24][CH:25]=2)[NH:22][C:21](=[O:26])[CH:20]=[CH:19]3)=[CH:6][CH:5]=1)([O-:3])=[O:2].[OH:27]O>>[N+:1]([C:4]1[CH:9]=[CH:8][C:7]([S:10]([CH2:11][CH2:12][CH2:13][CH2:14][O:15][C:16]2[CH:17]=[C:18]3[C:23](=[CH:24][CH:25]=2)[NH:22][C:21](=[O:26])[CH:20]=[CH:19]3)=[O:27])=[CH:6][CH:5]=1)([O-:3])=[O:2]. Reported procedure: Prepared analogous to Examples 123 from 6-[4-(4-nitrophenyl-mercapto)-butoxy]-carbostyril and hydrogen peroxide. Starting materials: CCN(CC)CCN, C1COCCO1, O=S(=O)(Nc1cccc(-c2nc(C3CCOCC3)sc2-c2ccnc(Cl)n2)c1F)c1ccoc1. Product: CCN(CC)CCNc1nccc(-c2sc(C3CCOCC3)nc2-c2cccc(NS(=O)(=O)c3ccoc3)c2F)n1. RXN SMILES: [CH2:35]([CH3:36])[N:37]([CH2:38][CH2:39][NH2:40])[CH2:41][CH3:42].[CH2:43]1[O:44][CH2:45][CH2:46][O:47][CH2:48]1.[Cl:1][c:2]1[n:3][cH:4][cH:5][c:6](-[c:8]2[c:9](-[c:19]3[c:20]([F:34])[c:21]([NH:25][S:26](=[O:27])(=[O:28])[c:29]4[cH:30][o:31][cH:32][cH:33]4)[cH:22][cH:23][cH:24]3)[n:10][c:11]([CH:13]3[CH2:14][CH2:15][O:16][CH2:17][CH2:18]3)[s:12]2)[n:7]1>>[c:2]1([NH:40][CH2:39][CH2:38][N:37]([CH2:35][CH3:36])[CH2:41][CH3:42])[n:3][cH:4][cH:5][c:6](-[c:8]2[c:9](-[c:19]3[c:20]([F:34])[c:21]([NH:25][S:26](=[O:27])(=[O:28])[c:29]4[cH:30][o:31][cH:32][cH:33]4)[cH:22][cH:23][cH:24]3)[n:10][c:11]([CH:13]3[CH2:14][CH2:15][O:16][CH2:17][CH2:18]3)[s:12]2)[n:7]1. RXN SMILES: [Al+3:3].[Al+3:8].[Cl-:10].[Cl-:7].[Cl-:9].[H-:1].[H-:4].[H-:5].[H-:6].[Li+:2].[NH2:11][c:12]1[s:13][c:14](-[c:25]2[cH:26][c:27]([NH:31][C:32]([c:33]3[cH:34][cH:35][cH:36][cH:37][cH:38]3)=[O:39])[n:28][cH:29][cH:30]2)[c:15](-[c:17]2[cH:18][c:19]([CH3:24])[cH:20][c:21]([CH3:23])[cH:22]2)[n:16]1.[O:41]1[CH2:42][CH2:43][CH2:44][CH2:45]1.[OH2:40]>>[NH2:11][c:12]1[s:13][c:14](-[c:25]2[cH:26][c:27]([NH:31][CH2:32][c:33]3[cH:34][cH:35][cH:36][cH:37][cH:38]3)[n:28][cH:29][cH:30]2)[c:15](-[c:17]2[cH:18][c:19]([CH3:24])[cH:20][c:21]([CH3:23])[cH:22]2)[n:16]1. Product: Cc1cc(C)cc(-c2nc(N)sc2-c2ccnc(NCc3ccccc3)c2)c1. Reactants: [Al+3], [Al+3], [Cl-], [Cl-], [Cl-], [H-], [H-], [H-], [H-], [Li+], Cc1cc(C)cc(-c2nc(N)sc2-c2ccnc(NC(=O)c3ccccc3)c2)c1, C1CCOC1, O. Solvent: C(C)#N (acetonitrile). Starting materials: NC1=NC(=C2N=CN(C2=N1)[C@H]1C[C@@H]([C@H](O1)CO)N=[N+]=[N-])Cl (2-Amino-9-(3-azido-2,3-dideoxy-β-D-erythro-pentofuranosyl)-6-chloro-9H-purine), C(C)N (ethylamine). Reported procedure: 2-Amino-9-(3-azido-2,3-dideoxy-β-D-erythro-pentofuranosyl)-6-chloro-9H-purine (0.23 g, 0.74 mmol) was dissolved in 20 mL anhydrous acetonitrile in a sealed tube. The solution was cooled to 0° C., saturated with ethylamine (Aldrich, lot #00115JV) and sealed. After heating at 70° C. for 16 hours, the reaction mixture was filtered and the filtrate evaporated to dryness. The residue was preloaded onto silica gel and eluted from a silica column using CHCl3 /MeOH (95:5, v/v). Combination and evaporati... Reaction conditions: temperature 70 celsius. The yield is 59.0%. Reaction SMILES: [NH2:1][C:2]1[N:10]=[C:9]2[C:5]([N:6]=[CH:7][N:8]2[C@@H:11]2[O:15][C@H:14]([CH2:16][OH:17])[C@@H:13]([N:18]=[N+:19]=[N-:20])[CH2:12]2)=[C:4](Cl)[N:3]=1.[CH2:22]([NH2:24])[CH3:23]>C(#N)C>[NH2:1][C:2]1[N:10]=[C:9]2[C:5]([N:6]=[CH:7][N:8]2[C@@H:11]2[O:15][C@H:14]([CH2:16][OH:17])[C@@H:13]([N:18]=[N+:19]=[N-:20])[CH2:12]2)=[C:4]([NH:24][CH2:22][CH3:23])[N:3]=1. Product: NC1=NC(=C2N=CN(C2=N1)[C@H]1C[C@@H]([C@H](O1)CO)N=[N+]=[N-])NCC (2-Amino-9-(3-azido-2,3-dideoxy-β-D-erythro-pentofuranosyl)-6- ethylamino-9H-purine). Reactants: COC(CC1=CC(=CC=C1)NC(=O)C=1OC(=CC1)Br)=O ({3-[(5-Bromo-furan-2-carbonyl)-amino]-phenyl}-acetic acid methyl ester), FC=1C=C(C=CC1)B(O)O (3-fluoro-phenylboronic acid). The product is FC=1C=C(C=CC1)C1=CC=C(O1)C(=O)NC=1C=C(C=CC1)CC(=O)O ((3-{[5-(3-fluoro-phenyl)-furan-2-carbonyl]-amino}-phenyl)-acetic acid). Reaction SMILES: C[O:2][C:3](=[O:20])[CH2:4][C:5]1[CH:10]=[CH:9][CH:8]=[C:7]([NH:11][C:12]([C:14]2[O:15][C:16](Br)=[CH:17][CH:18]=2)=[O:13])[CH:6]=1.[F:21][C:22]1[CH:23]=[C:24](B(O)O)[CH:25]=[CH:26][CH:27]=1>>[F:21][C:22]1[CH:27]=[C:26]([C:16]2[O:15][C:14]([C:12]([NH:11][C:7]3[CH:6]=[C:5]([CH2:4][C:3]([OH:2])=[O:20])[CH:10]=[CH:9][CH:8]=3)=[O:13])=[CH:18][CH:17]=2)[CH:25]=[CH:24][CH:23]=1. Procedure: The furyl bromide (16) (100 mg, 0.30 mmol) was coupled to 3-fluoro-phenylboronic acid (42 mg, 0.30 mmol) using Method E. During this reaction, hydrolysis occurred. The residue was extracted using Work-up E1 to give the title compound. Starting materials: NCC(CC1=CC=C(C=C1)C1=NOC(=N1)C=1SC(=C(C1)C)CN(CC)CC)O (rac-1-amino-3-{4-[5-(5-diethylaminomethyl-4-methyl-thiophen-2-yl)-[1,2,4]oxadiazol-3-yl]-phenyl}-propan-2-ol), C(CO)(=O)O (glycolic acid). Yields the product C(C)N(CC)CC1=C(C=C(S1)C1=NC(=NO1)C1=CC=C(C=C1)CC(CNC(CO)=O)O)C (rac-N-(3-{4-[5-(5-Diethylaminomethyl-4-methyl-thiophen-2-yl)-[1,2,4]oxadiazol-3-yl]-phenyl}-2-hydroxy-propyl)-2-hydroxy-acetamide). The yield is 54.1%. As a reaction SMILES: [NH2:1][CH2:2][CH:3]([OH:28])[CH2:4][C:5]1[CH:10]=[CH:9][C:8]([C:11]2[N:15]=[C:14]([C:16]3[S:17][C:18]([CH2:22][N:23]([CH2:26][CH3:27])[CH2:24][CH3:25])=[C:19]([CH3:21])[CH:20]=3)[O:13][N:12]=2)=[CH:7][CH:6]=1.[C:29](O)(=[O:32])[CH2:30][OH:31]>>[CH2:26]([N:23]([CH2:22][C:18]1[S:17][C:16]([C:14]2[O:13][N:12]=[C:11]([C:8]3[CH:9]=[CH:10][C:5]([CH2:4][CH:3]([OH:28])[CH2:2][NH:1][C:30](=[O:31])[CH2:29][OH:32])=[CH:6][CH:7]=3)[N:15]=2)=[CH:20][C:19]=1[CH3:21])[CH2:24][CH3:25])[CH3:27]. Reported procedure: The title compound (31 mg) is prepared in analogy to Example 163 starting from rac-1-amino-3-{4-[5-(5-diethylaminomethyl-4-methyl-thiophen-2-yl)-[1,2,4]oxadiazol-3-yl]-phenyl}-propan-2-ol (50 mg, 125 μmol) and glycolic acid (13 mg, 175 μmol); LC-MS: tR=0.68 min; [M+1]+=458.68. 1H NMR (CDCl3): δ1.09 (t, J=7.0 Hz, 6H), 2.23 (s, 3H), 2.62 (q, J=7.0 Hz, 4H), 2.75-2.87 (m, 2H), 3.18-3.28 (m, 1H), 3.50-3.58 (m, 1H), 3.70 (s, 2H), 3.94-4.02 (m, 1H), 4.06 (s, 2H), 7.14 (t, J=5.5 Hz, 1H), 7.33 (d, J=8.3 ...